Dataset: the Open Reaction Database (ORD), a public repository of structured organic reaction records. Task: describe an organic reaction: reactants, conditions, products, and yield Starting materials: FC(CNC=1C=NC=CC1C1=C(C=CC=C1)F)F (N-(2,2-difluoroethyl)-4-(2-fluorophenyl)pyridin-3-amine), CS(=O)(=O)C=1C=C(C(=O)N(C=2C=NC=CC2C2=C(C=CC=C2)C)C)C=C(C1)C(F)(F)F (3-Methanesulfonyl-N-methyl-N-(4-o-tolyl-pyridin-3-yl)-5-trifluoromethyl-benzamide), F[B-](F)(F)F.BrC1=[N+](C=CC=C1)CC (2-bromo-1-ethylpyridinium tetrafluoroborate), C(C)(C)N(C(C)C)CC (N,N-diisopropylethylamine). Solvent: C(Cl)Cl (CH2Cl2). Run at time 24 hour. Yields the product FC(CN(C(C1=CC(=CC(=C1)C(F)(F)F)S(=O)(=O)C)=O)C=1C=NC=CC1C1=C(C=CC=C1)F)F (N-(2,2-Difluoro-ethyl)-N-[4-(2-fluoro-phenyl)-pyridin-3-yl]-3-methanesulfonyl-5-trifluoromethyl-benzamide). As a reaction SMILES: [F:1][CH:2]([F:18])[CH2:3][NH:4][C:5]1[CH:6]=[N:7][CH:8]=[CH:9][C:10]=1[C:11]1[CH:16]=[CH:15][CH:14]=[CH:13][C:12]=1[F:17].[CH3:19][S:20]([C:23]1[CH:24]=[C:25]([CH:43]=[C:44]([C:46]([F:49])([F:48])[F:47])[CH:45]=1)[C:26](N(C)C1C=NC=CC=1C1C=CC=CC=1C)=[O:27])(=[O:22])=[O:21].F[B-](F)(F)F.BrC1C=CC=C[N+]=1CC.C(N(CC)C(C)C)(C)C>C(Cl)Cl>[F:18][CH:2]([F:1])[CH2:3][N:4]([C:5]1[CH:6]=[N:7][CH:8]=[CH:9][C:10]=1[C:11]1[CH:16]=[CH:15][CH:14]=[CH:13][C:12]=1[F:17])[C:26](=[O:27])[C:25]1[CH:43]=[C:44]([C:46]([F:49])([F:47])[F:48])[CH:45]=[C:23]([S:20]([CH3:19])(=[O:22])=[O:21])[CH:24]=1 |f:2.3|. Procedure details: To a solution of N-(2,2-difluoroethyl)-4-(2-fluorophenyl)pyridin-3-amine (112 mg, 444 μmol) in CH2Cl2 (3 mL) was added 3-(methylsulfonyl)-5-(trifluoromethyl)benzoic acid (119 mg, 444 μmol, example 114, intermediate) and 2-bromo-1-ethylpyridinium tetrafluoroborate (146 mg, 533 μmol) and N,N-diisopropylethylamine (115 mg, 155 μL, 888 μmol). The reaction mixture was stirred at room temperature for 24 hours and then concentrated under vacuum. The residue was dissolved in 30 mL 1M aqueous HCl and 30 ... The reactants are ClC1=CC(=CC=C1)C(=O)OO (m-chloroperbenzoic acid), FC=1C=C(OC=2C=NC=CC2)C=CC1 (3-(3-fluorophenoxy)pyridine), S(=O)(O)[O-].[Na+] (sodium hydrogen sulfite). Solvent: C(Cl)Cl (methylene chloride). Conditions: time 1.5 hour. The product is FC=1C=C(OC=2C=[N+](C=CC2)[O-])C=CC1 (3-(3-Fluorophenoxy)pyridine-N-oxide). The yield is 85.0%. As a reaction SMILES: ClC1C=CC=C(C(OO)=[O:9])C=1.[F:12][C:13]1[CH:14]=[C:15]([CH:23]=[CH:24][CH:25]=1)[O:16][C:17]1[CH:18]=[N:19][CH:20]=[CH:21][CH:22]=1.S([O-])(O)=O.[Na+]>C(Cl)Cl>[F:12][C:13]1[CH:14]=[C:15]([CH:23]=[CH:24][CH:25]=1)[O:16][C:17]1[CH:18]=[N+:19]([O-:9])[CH:20]=[CH:21][CH:22]=1 |f:2.3|. Reported procedure: To a solution of 46.3 g of m-chloroperbenzoic acid in 460 ml of methylene chloride, 37.35 g of 3-(3-fluorophenoxy)pyridine was added at room temperature, and the mixture was stirred at room temperature for 1.5 hours. An aqueous sodium hydrogen sulfite solution (20%, 120 ml) was added to the mixture and then the mixture was stirred for a few minutes. The organic layer separated was washed with 10% aqueous sodium hydroxide solution and with water, dried over anhydrous sodium sulfate, and concentra... Reactants: C1CCOC1, CCOC(C)=O, Cl, COC(=O)c1cccc2c1c1c(O)cccc1n2Cc1ccccc1C(F)(F)F, [NH4+], [OH-]. Yields the product NC(=O)c1cccc2c1c1c(O)cccc1n2Cc1ccccc1C(F)(F)F. As a reaction SMILES: [CH2:33]1[O:34][CH2:35][CH2:36][CH2:37]1.[CH3:38][CH2:39][O:40][C:41](=[O:42])[CH3:43].[ClH:30].[F:1][C:2]([c:3]1[c:4]([CH2:9][n:10]2[c:11]3[cH:12][cH:13][cH:14][c:15]([C:24](=[O:25])[O:26][CH3:27])[c:16]3[c:17]3[c:18]([OH:23])[cH:19][cH:20][cH:21][c:22]23)[cH:5][cH:6][cH:7][cH:8]1)([F:28])[F:29].[NH4+:31].[OH-:32]>>[F:1][C:2]([c:3]1[c:4]([CH2:9][n:10]2[c:11]3[cH:12][cH:13][cH:14][c:15]([C:24](=[O:25])[NH2:31])[c:16]3[c:17]3[c:18]([OH:23])[cH:19][cH:20][cH:21][c:22]23)[cH:5][cH:6][cH:7][cH:8]1)([F:28])[F:29]. Starting materials: ClC1=C(C=C(C=C1)Cl)Cl (1,2,4-trichlorobenzene), OS(=O)(=O)O (H2SO4), [N+](=O)(O)[O-] (HNO3). Solvent: O (water). Yields the product desired product, ClC1=C(C=C(C(=C1)[N+](=O)[O-])Cl)Cl (1,2,4-trichloro-5-nitrobenzene). RXN SMILES: OS(O)(=O)=O.[N+:6]([O-:9])(O)=[O:7].[Cl:10][C:11]1[CH:16]=[CH:15][C:14]([Cl:17])=[CH:13][C:12]=1[Cl:18]>O>[Cl:10][C:11]1[CH:16]=[C:15]([N+:6]([O-:9])=[O:7])[C:14]([Cl:17])=[CH:13][C:12]=1[Cl:18]. Procedure: A mixture of 300 ml concentrated H2SO4 (98%) and 150 ml concentrated HNO3 (90%) was prepared in a 2 liter flask equipped with an agitator, thermometer, and dropping funnel. A total of 90.8 gm of 1,2,4-trichlorobenzene (0.5 mol) was added to the acid mixture at 70°-90° C. over a 1 hour period of time. The reaction was maintained at this temperature for 2 to 3 hours or until analysis of the reaction mixture showed the reaction to be complete. Work-up of the product involved addition of 1 liter of ... Starting materials: CC1(C)CCCSc2cc(Br)ccc21, C1CCOC1, [Cu]I, CCCCCCCCI. As a reaction SMILES: [Br:1][c:2]1[cH:3][c:4]2[c:5]([cH:13][cH:14]1)[C:6]([CH3:11])([CH3:12])[CH2:7][CH2:8][CH2:9][S:10]2.[CH2:26]1[O:27][CH2:28][CH2:29][CH2:30]1.[Cu:24][I:25].[I:15][CH2:16][CH2:17][CH2:18][CH2:19][CH2:20][CH2:21][CH2:22][CH3:23]>>[c:2]1([CH2:16][CH2:17][CH2:18][CH2:19][CH2:20][CH2:21][CH2:22][CH3:23])[cH:3][c:4]2[c:5]([cH:13][cH:14]1)[C:6]([CH3:11])([CH3:12])[CH2:7][CH2:8][CH2:9][S:10]2. The product is CCCCCCCCc1ccc2c(c1)SCCCC2(C)C.